From a dataset of the Open Reaction Database (ORD), a public repository of structured organic reaction records. describe an organic reaction: reactants, conditions, products, and yield Reactants: FC(F)(F)c1ccc(CBr)c(C(F)(F)F)c1, [K+], [K+], O=C([O-])[O-], CN(C)C=O, O, O=CC1=Cc2ccc(O)cc2OC1. Reaction SMILES: [Br:20][CH2:21][c:22]1[c:23]([C:32]([F:33])([F:34])[F:35])[cH:24][c:25]([C:28]([F:29])([F:30])[F:31])[cH:26][cH:27]1.[K+:14].[K+:15].[O-:16][C:17]([O-:18])=[O:19].[O:37]=[CH:38][N:39]([CH3:40])[CH3:41].[OH2:36].[OH:1][c:2]1[cH:3][cH:4][c:5]2[c:10]([cH:11]1)[O:9][CH2:8][C:7]([CH:12]=[O:13])=[CH:6]2>>[O:1]([c:2]1[cH:3][cH:4][c:5]2[c:10]([cH:11]1)[O:9][CH2:8][C:7]([CH:12]=[O:13])=[CH:6]2)[CH2:21][c:22]1[c:23]([C:32]([F:33])([F:34])[F:35])[cH:24][c:25]([C:28]([F:29])([F:30])[F:31])[cH:26][cH:27]1. The product is O=CC1=Cc2ccc(OCc3ccc(C(F)(F)F)cc3C(F)(F)F)cc2OC1. The reactants are C(C)(C)(C)OC(=O)OC[C@@]1(C=C[C@@H](O1)OC(=O)OC(C)(C)C)C#C[Si](C)(C)C ((2S,5R)-5-t-Butoxycarbonyloxymethyl-5-(2-trimethylsilylethynyl)-2-t-butoxycarbonyloxy-2,5-dihydrofuran), N1C(=O)NC(=O)C(C)=C1 (thymine), resultant mixture. The reagents and catalysts are C=1C=CC(=CC1)[P](C=2C=CC=CC2)(C=3C=CC=CC3)[Pd]([P](C=4C=CC=CC4)(C=5C=CC=CC5)C=6C=CC=CC6)([P](C=7C=CC=CC7)(C=8C=CC=CC8)C=9C=CC=CC9)[P](C=1C=CC=CC1)(C=1C=CC=CC1)C=1C=CC=CC1 (tetrakis(triphenylphosphine)palladium(0)). The solvent is CN(C)C=O (N,N′-dimethylformamide). Product: C(C)(C)(C)OC(=O)OC[C@@]1(C=C[C@@H](O1)N1C(=O)NC(=O)C(C)=C1)C#C[Si](C)(C)C ((2R,5R)-5-t-butoxycarbonyloxymethyl-5-(2-trimethylsilylethynyl)-2-(thymin-1-yl)-2,5-dihydrofuran). The yield is 78.5%. Reaction SMILES: [C:1]([O:5][C:6]([O:8][CH2:9][C@@:10]1([C:23]#[C:24][Si:25]([CH3:28])([CH3:27])[CH3:26])[O:14][C@@H:13](OC(OC(C)(C)C)=O)[CH:12]=[CH:11]1)=[O:7])([CH3:4])([CH3:3])[CH3:2].[NH:29]1[CH:37]=[C:35]([CH3:36])[C:33](=[O:34])[NH:32][C:30]1=[O:31]>C1C=CC([P]([Pd]([P](C2C=CC=CC=2)(C2C=CC=CC=2)C2C=CC=CC=2)([P](C2C=CC=CC=2)(C2C=CC=CC=2)C2C=CC=CC=2)[P](C2C=CC=CC=2)(C2C=CC=CC=2)C2C=CC=CC=2)(C2C=CC=CC=2)C2C=CC=CC=2)=CC=1.CN(C=O)C>[C:1]([O:5][C:6]([O:8][CH2:9][C@@:10]1([C:23]#[C:24][Si:25]([CH3:26])([CH3:27])[CH3:28])[O:14][C@@H:13]([N:29]2[CH:37]=[C:35]([CH3:36])[C:33](=[O:34])[NH:32][C:30]2=[O:31])[CH:12]=[CH:11]1)=[O:7])([CH3:2])([CH3:3])[CH3:4] |^1:41,43,62,81|. Procedure: (2S,5R)-5-t-Butoxycarbonyloxymethyl-5-(2-trimethylsilylethynyl)-2-t-butoxycarbonyloxy-2,5-dihydrofuran (β/α=>99/1) (2.0 g) was added to a glass reactor, and the atmosphere of the reactor was changed to nitrogen. To the reactor, thymine (3.1 g) and N,N′-dimethylformamide (40 mL) were added under stirring. To the resultant mixture, tetrakis(triphenylphosphine)palladium(0) (560 mg) was added, and the mixture was stirred at room temperature for 30 minutes. The reaction mixture was concentrated, and ...